This data is from the Open Reaction Database (ORD), a public repository of structured organic reaction records. The task is: describe an organic reaction: reactants, conditions, products, and yield Reactants: CCOC(=O)C(C)(C)Br, CCS, CCO, [K+], [OH-]. The product is CCOC(=O)C(C)(C)SCC. As a reaction SMILES: [Br:1][C:2]([C:3](=[O:4])[O:5][CH2:6][CH3:7])([CH3:8])[CH3:9].[CH2:10]([CH3:11])[SH:12].[CH2:15]([OH:16])[CH3:17].[K+:14].[OH-:13]>>[C:2]([C:3](=[O:4])[O:5][CH2:6][CH3:7])([CH3:8])([CH3:9])[S:12][CH2:10][CH3:11]. Reported procedure: In analogy to the procedure described in example 14 b], (2S)-2-ethoxy-3-(4-hydroxy-2,6-dimethyl-phenyl)-propionic acid methyl ester was reacted with 4-chloromethyl-2-(4-chloro-phenyl)-thiazole (example 14 a]) in the presence of cesium carbonate and potassium iodide to yield (S)-3-{4-[2-(4-chloro-phenyl)-thiazol-4-ylmethoxy]-2,6-dimethyl-phenyl}-2-ethoxy-propionic acid methyl ester as off-white solid. Product: COC([C@H](CC1=C(C=C(C=C1C)OCC=1N=C(SC1)C1=CC=C(C=C1)Cl)C)OCC)=O ((S)-3-{4-[2-(4-chloro-phenyl)-thiazol-4-ylmethoxy]-2,6-dimethyl-phenyl}-2-ethoxy-propionic acid methyl ester). The reactants are ClCC=1N=C(SC1)C1=CC=C(C=C1)Cl (4-chloromethyl-2-(4-chloro-phenyl)-thiazole), C([O-])([O-])=O.[Cs+].[Cs+] (cesium carbonate), [I-].[K+] (potassium iodide), COC([C@H](CC1=C(C=C(C=C1C)O)C)OCC)=O ((2S)-2-ethoxy-3-(4-hydroxy-2,6-dimethyl-phenyl)-propionic acid methyl ester). Reaction SMILES: [CH3:1][O:2][C:3](=[O:18])[C@@H:4]([O:15][CH2:16][CH3:17])[CH2:5][C:6]1[C:11]([CH3:12])=[CH:10][C:9]([OH:13])=[CH:8][C:7]=1[CH3:14].Cl[CH2:20][C:21]1[N:22]=[C:23]([C:26]2[CH:31]=[CH:30][C:29]([Cl:32])=[CH:28][CH:27]=2)[S:24][CH:25]=1.C(=O)([O-])[O-].[Cs+].[Cs+].[I-].[K+]>>[CH3:1][O:2][C:3](=[O:18])[C@@H:4]([O:15][CH2:16][CH3:17])[CH2:5][C:6]1[C:11]([CH3:12])=[CH:10][C:9]([O:13][CH2:20][C:21]2[N:22]=[C:23]([C:26]3[CH:31]=[CH:30][C:29]([Cl:32])=[CH:28][CH:27]=3)[S:24][CH:25]=2)=[CH:8][C:7]=1[CH3:14] |f:2.3.4,5.6|.